Dataset: the Open Reaction Database (ORD), a public repository of structured organic reaction records. Task: describe an organic reaction: reactants, conditions, products, and yield Starting materials: CCOC(C)=O, CC#N, CCN(C(C)C)C(C)C, Cc1nc(Cl)c([N+](=O)[O-])c(Cl)n1, COC(=O)COc1cc(Cl)c(N)cc1OCc1c(OC)ccc(F)c1F, O. Yields the product COC(=O)COc1cc(Cl)c(Nc2nc(C)nc(Cl)c2[N+](=O)[O-])cc1OCc1c(OC)ccc(F)c1F. Reaction SMILES: [CH3:48][CH2:49][O:50][C:51](=[O:52])[CH3:53].[CH3:54][C:55]#[N:56].[CH:27]([N:28]([CH2:29][CH3:30])[CH:31]([CH3:32])[CH3:33])([CH3:34])[CH3:35].[Cl:36][c:37]1[n:38][c:39]([CH3:47])[n:40][c:41]([Cl:46])[c:42]1[N+:43](=[O:44])[O-:45].[NH2:1][c:2]1[cH:3][c:4]([O:15][CH2:16][c:17]2[c:18]([F:26])[c:19]([F:25])[cH:20][cH:21][c:22]2[O:23][CH3:24])[c:5]([O:6][CH2:7][C:8](=[O:9])[O:10][CH3:11])[cH:12][c:13]1[Cl:14].[OH2:57]>>[NH:1]([c:2]1[cH:3][c:4]([O:15][CH2:16][c:17]2[c:18]([F:26])[c:19]([F:25])[cH:20][cH:21][c:22]2[O:23][CH3:24])[c:5]([O:6][CH2:7][C:8](=[O:9])[O:10][CH3:11])[cH:12][c:13]1[Cl:14])[c:41]1[n:40][c:39]([CH3:47])[n:38][c:37]([Cl:36])[c:42]1[N+:43](=[O:44])[O-:45].